From a dataset of the Open Reaction Database (ORD), a public repository of structured organic reaction records. describe an organic reaction: reactants, conditions, products, and yield Reaction SMILES: [CH3:1][C:2]([CH3:3])([O:4][c:5]1[cH:6][cH:7][c:8]([C:9](=[O:10])[OH:11])[cH:12][cH:13]1)[c:14]1[n:15][n:16][c:17](-[c:20]2[c:21]([C:26]([F:27])([F:28])[F:29])[cH:22][cH:23][cH:24][cH:25]2)[n:18]1[CH3:19].[CH3:35][OH:36].[CH3:37][CH2:38][O:39][C:40](=[O:41])[CH3:42].[S:30](=[O:31])(=[O:32])([OH:33])[OH:34]>>[CH3:1][C:2]([CH3:3])([O:4][c:5]1[cH:6][cH:7][c:8]([C:9](=[O:10])[O:11][CH3:35])[cH:12][cH:13]1)[c:14]1[n:15][n:16][c:17](-[c:20]2[c:21]([C:26]([F:27])([F:28])[F:29])[cH:22][cH:23][cH:24][cH:25]2)[n:18]1[CH3:19]. Yields the product COC(=O)c1ccc(OC(C)(C)c2nnc(-c3ccccc3C(F)(F)F)n2C)cc1. The reactants are Cn1c(-c2ccccc2C(F)(F)F)nnc1C(C)(C)Oc1ccc(C(=O)O)cc1, CO, CCOC(C)=O, O=S(=O)(O)O. Reactants: BrC=1C=C(N)C=C(C1)Br (3,5-dibromoaniline), ClC1=NC=CC(=N1)C (2-chloro-4-methylpyrimidine), C(C)(=O)O (acetic acid). Run in O1CCOCC1 (1,4-dioxane). Run at temperature 120 celsius. Yields the product ethyl acetate hexanes, BrC=1C=C(C=C(C1)Br)NC1=NC=CC(=N1)C (N-(3,5-dibromophenyl)-4-methylpyrimidin-2-amine). Isolated yield 85.4%. As a reaction SMILES: [Br:1][C:2]1[CH:3]=[C:4]([CH:6]=[C:7]([Br:9])[CH:8]=1)[NH2:5].Cl[C:11]1[N:16]=[C:15]([CH3:17])[CH:14]=[CH:13][N:12]=1.C(O)(=O)C>O1CCOCC1>[Br:1][C:2]1[CH:3]=[C:4]([NH:5][C:11]2[N:16]=[C:15]([CH3:17])[CH:14]=[CH:13][N:12]=2)[CH:6]=[C:7]([Br:9])[CH:8]=1. Procedure: A solution of 3,5-dibromoaniline (2.93 g, 11.67 mmol), 2-chloro-4-methylpyrimidine (1.5 g, 11.67 mmol), and acetic acid (0.701 mL, 12.25 mmol) in 1,4-dioxane (23.5 mL) was sealed in a pressure vessel under an argon atmosphere and heated at 120° C. for 17 hours. After being cooled to room temperature, the reaction mixture was partitioned between ethyl acetate (100 mL) and saturated aqueous sodium bicarbonate solution (40 mL). The layers were separated, and the organic layer was washed with brine,... Reactants: OCC=1C=C(C=CC1OC)CC(C(=O)OCC)OC(C)C (ethyl 3-[3-(hydroxymethyl)-4-methoxyphenyl]-2-isopropoxypropanoate), COC1=CC=C(C=C1)N=C=O (4-methoxyphenylisocyanate). Product: C(C)(C)OC(C(=O)O)CC1=CC(=C(C=C1)OC)COC(=O)NC1=CC=C(C=C1)OC (2-Isopropoxy-3-[4-methoxy-3-({[(4-methoxyanilino)carbonyl]-oxy}methyl)phenyl]propanoic acid). As a reaction SMILES: [OH:1][CH2:2][C:3]1[CH:4]=[C:5]([CH2:11][CH:12]([O:18][CH:19]([CH3:21])[CH3:20])[C:13]([O:15]CC)=[O:14])[CH:6]=[CH:7][C:8]=1[O:9][CH3:10].[CH3:22][O:23][C:24]1[CH:29]=[CH:28][C:27]([N:30]=[C:31]=[O:32])=[CH:26][CH:25]=1>>[CH:19]([O:18][CH:12]([CH2:11][C:5]1[CH:6]=[CH:7][C:8]([O:9][CH3:10])=[C:3]([CH2:2][O:1][C:31]([NH:30][C:27]2[CH:28]=[CH:29][C:24]([O:23][CH3:22])=[CH:25][CH:26]=2)=[O:32])[CH:4]=1)[C:13]([OH:15])=[O:14])([CH3:20])[CH3:21]. Procedure details: Using ethyl 3-[3-(hydroxymethyl)-4-methoxyphenyl]-2-isopropoxypropanoate and 4-methoxyphenylisocyanate, the title compound was obtained in the same manner as described in Example 148.